This data is from the Open Reaction Database (ORD), a public repository of structured organic reaction records. The task is: describe an organic reaction: reactants, conditions, products, and yield The reactants are NCCN, ClCCl, CC(C)Oc1ccc2c(C(=O)NCc3ccc(F)c(F)c3)c(C=O)n(Cc3ccccn3)c2c1, O=C1CCC(=O)N1Br. The product is CC(C)Oc1ccc2c(C(=O)NCc3ccc(F)c(F)c3)c(C3=NCCN3)n(Cc3ccccn3)c2c1. RXN SMILES: [CH2:35]([CH2:36][NH2:37])[NH2:38].[Cl:47][CH2:48][Cl:49].[F:1][c:2]1[cH:3][c:4]([CH2:5][NH:6][C:7](=[O:8])[c:9]2[c:10]([CH:29]=[O:30])[n:11]([CH2:22][c:23]3[n:24][cH:25][cH:26][cH:27][cH:28]3)[c:12]3[cH:13][c:14]([O:18][CH:19]([CH3:20])[CH3:21])[cH:15][cH:16][c:17]23)[cH:31][cH:32][c:33]1[F:34].[O:39]=[C:40]1[N:41]([Br:42])[C:43](=[O:44])[CH2:45][CH2:46]1>>[F:1][c:2]1[cH:3][c:4]([CH2:5][NH:6][C:7](=[O:8])[c:9]2[c:10]([C:29]3=[N:38][CH2:35][CH2:36][NH:37]3)[n:11]([CH2:22][c:23]3[n:24][cH:25][cH:26][cH:27][cH:28]3)[c:12]3[cH:13][c:14]([O:18][CH:19]([CH3:20])[CH3:21])[cH:15][cH:16][c:17]23)[cH:31][cH:32][c:33]1[F:34]. Reactants: NC=1C=C(C(C2=CC=CC=C2)(O)CC)C=CC1Cl (3-amino-4-chloro-α-ethyl-benzhydrol), NC1=C(C(C2=CC=CC=C2)(O)CC)C=CC=C1 (amino-α-ethyl-benzhydrol). Reagents/catalysts: palladium-on-calcium carbonate. Run in CO (methanol), [OH-].[K+] (potassium hydroxide). Yields the product NC=1C=C(C(C2=CC=CC=C2)(O)CC)C=CC1 (3-Amino-α-ethyl-benzhydrol). RXN SMILES: [NH2:1][C:2]1[CH:3]=[C:4]([CH:15]=[CH:16][C:17]=1Cl)[C:5]([CH2:13][CH3:14])([OH:12])[C:6]1[CH:11]=[CH:10][CH:9]=[CH:8][CH:7]=1.NC1C=CC=CC=1C(CC)(O)C1C=CC=CC=1>CO.[OH-].[K+]>[NH2:1][C:2]1[CH:3]=[C:4]([CH:15]=[CH:16][CH:17]=1)[C:5]([CH2:13][CH3:14])([OH:12])[C:6]1[CH:11]=[CH:10][CH:9]=[CH:8][CH:7]=1 |f:3.4|. Procedure details: 2.6 g. of 3-amino-4-chloro-α-ethyl-benzhydrol are dissolved in methanol containing 3.9 g of potassium hydroxide. 8.7 g. of an 5% palladium-on-calcium carbonate catalyst are added to the mixture, and the suspension is hydrogenated at room temperature under atmospheric pressure. After the uptake of the calculated amount of hydrogen the catalyst is filtered off and washed with 15 ml. of methanol. The filtrate and the wash are combined and concentrated to 40 ml. under reduced pressure. The product i...